From a dataset of the Open Reaction Database (ORD), a public repository of structured organic reaction records. describe an organic reaction: reactants, conditions, products, and yield The reactants are COC1=CC=C(C=C1)NC1=NN=C(O1)C=1C=CC2=C(NC(=N2)C2=C(C=C(C=C2C)CCC(=O)O)C)C1 (3-(4-{6-[5-(4-Methoxyphenylamino)-[1,3,4]oxadiazol-2-yl]-1H-benzoimidazol-2-yl}-3,5-dimethylphenyl)-propionic acid), C([O-])([O-])=O.[K+].[K+] (potassium carbonate), C(C1=CC=CC=C1)OC(C1=CC(=C(C=C1)CBr)[N+](=O)[O-])=O (4-bromomethyl-3-nitrobenzoic acid benzyl ester), C1(=CC=CC=C1)P(C1=CC=CC=C1)C1=CC=CC=C1 (triphenylphosphine). Run in CN(C)C=O (DMF), C(C)(=O)OCC (ethyl acetate). Conditions: temperature 100 celsius. Product: COC(=O)/C=C/C1=CC(=C(C(=C1)C)/C=C/C1=C(C=C(C(=O)OCC2=CC=CC=C2)C=C1)[N+](=O)[O-])C (Benzyl 4-{(E)-2-[4-((E)-2-methoxycarbonylvinyl)-2,6-dimethylphenyl]-vinyl}-3-nitrobenzoate). Reaction SMILES: [CH2:1]([O:8][C:9](=[O:21])[C:10]1[CH:15]=[CH:14][C:13]([CH2:16]Br)=[C:12]([N+:18]([O-:20])=[O:19])[CH:11]=1)[C:2]1[CH:7]=[CH:6][CH:5]=[CH:4][CH:3]=1.[C:22]1(P(C2C=CC=CC=2)C2C=CC=CC=2)C=CC=CC=1.COC1C=CC(NC2OC(C3C=CC4N=[C:61]([C:63]5[C:68]([CH3:69])=[CH:67][C:66]([CH2:70][CH2:71][C:72]([OH:74])=[O:73])=[CH:65][C:64]=5[CH3:75])NC=4C=3)=NN=2)=CC=1.C(=O)([O-])[O-].[K+].[K+]>CN(C=O)C.C(OCC)(=O)C>[CH3:22][O:74][C:72](/[CH:71]=[CH:70]/[C:66]1[CH:67]=[C:68]([CH3:69])[C:63](/[CH:61]=[CH:16]/[C:13]2[CH:14]=[CH:15][C:10]([C:9]([O:8][CH2:1][C:2]3[CH:7]=[CH:6][CH:5]=[CH:4][CH:3]=3)=[O:21])=[CH:11][C:12]=2[N+:18]([O-:20])=[O:19])=[C:64]([CH3:75])[CH:65]=1)=[O:73] |f:3.4.5|. Reported procedure: A mixture of 4-bromomethyl-3-nitrobenzoic acid benzyl ester (2.06 g, 5.88 mmol) and triphenylphosphine (1.54 g, 5.87 mmol) in DMF (10 mL) was heated at 100° C. for 1 h. To this solution was then added 3-(4-formyl-3,5-dimethylphenyl)-acrylic acid methyl ester (1.28 g, 5.86 mmol) (Example 1-60, step C) and potassium carbonate (1.63 g, 11.8 mmol) and the mixture was stirred for at 100° C. 18 h. The mixture was poured into ethyl acetate and extracted with water once and brine five times. The organic...